From a dataset of the Open Reaction Database (ORD), a public repository of structured organic reaction records. describe an organic reaction: reactants, conditions, products, and yield The reactants are Cc1ccc(Br)c(C(=O)O)c1, Cc1cccc(-c2sc(C)nc2C(=O)N2CC3CC3C2CN)c1. Product: Cc1cccc(-c2sc(C)nc2C(=O)N2CC3CC3C2CNC(=O)c2cc(C)ccc2Br)c1. Reaction SMILES: [Br:24][c:25]1[c:26]([C:27](=[O:28])[OH:29])[cH:30][c:31]([CH3:34])[cH:32][cH:33]1.[NH2:1][CH2:2][CH:3]1[CH:4]2[CH2:5][CH:6]2[CH2:7][N:8]1[C:9](=[O:10])[c:11]1[n:12][c:13]([CH3:23])[s:14][c:15]1-[c:16]1[cH:17][c:18]([CH3:22])[cH:19][cH:20][cH:21]1>>[NH:1]([CH2:2][CH:3]1[CH:4]2[CH2:5][CH:6]2[CH2:7][N:8]1[C:9](=[O:10])[c:11]1[n:12][c:13]([CH3:23])[s:14][c:15]1-[c:16]1[cH:17][c:18]([CH3:22])[cH:19][cH:20][cH:21]1)[C:27]([c:26]1[c:25]([Br:24])[cH:33][cH:32][c:31]([CH3:34])[cH:30]1)=[O:28]. Starting materials: S1C(=CC=C1)C1=CC=C(C(=O)O)C=C1 (4-(2-thienyl)benzoic acid), S(=O)(=O)(Cl)Cl (sulfonyl chloride). Product: S1C(=CC=C1)C1=CC=C(C(=O)Cl)C=C1 (4-(2-thienyl) benzoyl chloride). RXN SMILES: [S:1]1[CH:5]=[CH:4][CH:3]=[C:2]1[C:6]1[CH:14]=[CH:13][C:9]([C:10](O)=[O:11])=[CH:8][CH:7]=1.S(Cl)([Cl:18])(=O)=O>>[S:1]1[CH:5]=[CH:4][CH:3]=[C:2]1[C:6]1[CH:14]=[CH:13][C:9]([C:10]([Cl:18])=[O:11])=[CH:8][CH:7]=1. Procedure details: A mixture of 3 g of 4-(2-thienyl)benzoic acid and 30 ml of sulfonyl chloride is refluxed for 45 minutes and the solvent removed. The residue is dissolved in carbon tetrachloride and the solvent removed under vacuum (2-times) to give 4-(2-thienyl) benzoyl chloride. To a cooled (0° C.) solution of 2.0 g of 5,11-dihydro-10H-dibenz[b,e][1,4]diazepine and 7 ml of N,N-diisopropylethylamine in 30 ml of dichloromethane is added dropwise a solution of 3.15 g of 4-(2-thienyl)benzoyl chloride in 30 ml of d... The reactants are COC1=CC=C(CS[C@H]2C[C@H](N(C2)C(=O)OCC2=CC=C(C=C2)[N+](=O)[O-])C(=O)N2CC(C2)N2N=CN=C2)C=C1 ((2S, 4S)-4-(4-methoxybenzylthio)-2-[3-(1-1,2,4-triazolyl)-1-azetidinylcarbonyl)-1-(4-nitrobenzyloxycarbonyl)pyrrolidine), FC(C(=O)O)(F)F (trifluoroacetic acid), FC(S(=O)(=O)O)(F)F (trifluoromethanesulfonic acid). The solvent is C1(=CC=CC=C1)OC (anisole). Run at temperature 0 celsius, time 30 minute. Yields the product S[C@H]1C[C@H](N(C1)C(=O)OCC1=CC=C(C=C1)[N+](=O)[O-])C(=O)N1CC(C1)N1N=CN=C1 ((2S, 4S)-4-Mercapto-1-(4-nitrobenzyloxycarbonyl)-2-[3-(1-1,2,4-triazolyl)-1-azetidinylcarbonyl]pyrrolidine). Yield: 130.0%. Reaction SMILES: COC1C=CC(C[S:8][C@@H:9]2[CH2:13][N:12]([C:14]([O:16][CH2:17][C:18]3[CH:23]=[CH:22][C:21]([N+:24]([O-:26])=[O:25])=[CH:20][CH:19]=3)=[O:15])[C@H:11]([C:27]([N:29]3[CH2:32][CH:31]([N:33]4[CH:37]=[N:36][CH:35]=[N:34]4)[CH2:30]3)=[O:28])[CH2:10]2)=CC=1.FC(F)(F)C(O)=O.FC(F)(F)S(O)(=O)=O>C1(OC)C=CC=CC=1>[SH:8][C@@H:9]1[CH2:13][N:12]([C:14]([O:16][CH2:17][C:18]2[CH:23]=[CH:22][C:21]([N+:24]([O-:26])=[O:25])=[CH:20][CH:19]=2)=[O:15])[C@H:11]([C:27]([N:29]2[CH2:30][CH:31]([N:33]3[CH:37]=[N:36][CH:35]=[N:34]3)[CH2:32]2)=[O:28])[CH2:10]1. Reported procedure: 858 mg of (2S, 4S)-4-(4-methoxybenzylthio)-2-[3-(1-1,2,4-triazolyl)-1-azetidinylcarbonyl)-1-(4-nitrobenzyloxycarbonyl)pyrrolidine [prepared as described in step (a) above] were suspended in 1.7 ml of anisole, and 8.4 ml of trifluoroacetic acid and 0.27 ml of trifluoromethanesulfonic acid were added to the resulting suspension, whilst ice-cooling, after which the mixture was stirred at 0° C. for 30 minutes and then at room temperature for 30 minutes. At the end of this time, the solvent was remov... Reactants: 24436d, [N+](=[N-])=CC(=O)OCC (ethyl diazoacetate), CC(C)=C(C)C (2,3-dimethyl-2-butene), CC(C)=C(C)C (2,3-dimethyl-2-butene), cupric sulfate, cyclic ester. Yields the product CC1(C(C1(C)C)C(=O)OCC)C (Ethyl 2,2,3,3-Tetramethylcyclopropanecarboxylate). As a reaction SMILES: [CH3:1][C:2](=[C:4]([CH3:6])[CH3:5])[CH3:3].[N+](=[CH:9][C:10]([O:12][CH2:13][CH3:14])=[O:11])=[N-]>>[CH3:1][C:2]1([CH3:3])[C:4]([CH3:6])([CH3:5])[CH:9]1[C:10]([O:12][CH2:13][CH3:14])=[O:11]. Procedure: The method of Mesheheryakov, Chem. Abstr., 54, 24436d (1960) was employed. To a mixture of 19 g. (0.226 mole) of 2,3-dimethyl-2-butene and 2 g. of cupric sulfate is added at reflux a mixture of 51 g. (0.447 mole) ethyl diazoacetate and 19 g. of 2,3-dimethyl-2-butene. The resulting mixture is heated at reflux for 3 hours, cooled, filtered and distilled to afford 19.8 g. (26%) of the desired cyclic ester, B.P. 76°-77° (15 mm.)